Dataset: the Open Reaction Database (ORD), a public repository of structured organic reaction records. Task: describe an organic reaction: reactants, conditions, products, and yield The solvent is O (water), CCOCC (ether), CN(C=O)C (dimethylformamide), [Cl-].[Na+] (sodium chloride). RXN SMILES: C(=O)([O-])[O-].[K+].[K+].C1(C)C=CC(S([O:16][CH2:17][C:18]23[CH2:25][CH2:24][CH:21]([CH2:22][CH2:23]2)[CH2:20][CH2:19]3)(=O)=O)=CC=1.O[C:28]1[CH:45]=[CH:44][C:31]([O:32][CH2:33][CH:34]([OH:43])[CH2:35][CH2:36][C:37]2[CH:38]=[N:39][CH:40]=[CH:41][CH:42]=2)=[CH:30][CH:29]=1.[C:46]([OH:51])(=[O:50])[C:47]([OH:49])=[O:48]>CN(C)C=O.[Cl-].[Na+].CCOCC.O>[C:46]([OH:51])(=[O:50])[C:47]([OH:49])=[O:48].[C:18]12([CH2:17][O:16][C:28]3[CH:45]=[CH:44][C:31]([O:32][CH2:33][CH:34]([OH:43])[CH2:35][CH2:36][C:37]4[CH:38]=[N:39][CH:40]=[CH:41][CH:42]=4)=[CH:30][CH:29]=3)[CH2:19][CH2:20][CH:21]([CH2:22][CH2:23]1)[CH2:24][CH2:25]2 |f:0.1.2,7.8,11.12|. Conditions: time 6 hour. The product is C(C(=O)O)(=O)O.C12(CCC(CC1)CC2)COC2=CC=C(OCC(CCC=1C=NC=CC1)O)C=C2 ((±)-1-(4-(Bicyclo[2,2,2]oct-1-ylmethoxy)phenoxy)-4-(3-pyridyl)-2-butanol oxalic acid salt). Reactants: C(C(=O)O)(=O)O (oxalic acid), C([O-])([O-])=O.[K+].[K+] (potassium carbonate), C1(=CC=C(C=C1)S(=O)(=O)OCC12CCC(CC1)CC2)C (bicyclo[2,2,2]oct-1-ylmethyl para-toluenesulfonate), OC1=CC=C(OCC(CCC=2C=NC=CC2)O)C=C1 ((±)-1-(4-hydroxyphenoxy)-4-(3-pyridyl)-2-butanol). Procedure details: Anhydrous potassium carbonate (0.100 g) was added to a solution of bicyclo[2,2,2]oct-1-ylmethyl para-toluenesulfonate (0.180 g) and (±)-1-(4-hydroxyphenoxy)-4-(3-pyridyl)-2-butanol (0.115 g) in anhydrous dimethylformamide (3 ml). The mixture was heated at reflux under nitrogen, with stirring for 6 hours then cooled to room temperature before being poured into water (20 ml). The mixture was diluted with saturated aqueous sodium chloride solution (20 ml) and extracted with ethyl acetate (2×30 ml).... Starting materials: ClC1=NC(=NC=2C(=C3C=CC=CN3C21)C2=C(C=C(C=C2C)C)C)C (4-Chloro-2-methyl-10-(2,4,6-trimethylphenyl)pyrimido-[4,5-b]indolizine), C(C1=CC=CC=C1)CCN (N-benzylethylamine). The solvent is CS(=O)C (DMSO), [Cl-].[NH4+] (ammonium chloride). Conditions: temperature 110 celsius. Yields the product C(C1=CC=CC=C1)CCNC1=NC(=NC=2C(=C3C=CC=CN3C21)C2=C(C=C(C=C2C)C)C)C (4-(N-Benzylethylamino)-2-methyl-10-(2,4,6-trimethylphenyl)-pyrimido[4,5-b]indolizine). Reaction SMILES: Cl[C:2]1[C:14]2[N:13]3[C:8]([CH:9]=[CH:10][CH:11]=[CH:12]3)=[C:7]([C:15]3[C:20]([CH3:21])=[CH:19][C:18]([CH3:22])=[CH:17][C:16]=3[CH3:23])[C:6]=2[N:5]=[C:4]([CH3:24])[N:3]=1.[CH2:25]([CH2:32][CH2:33][NH2:34])[C:26]1[CH:31]=[CH:30][CH:29]=[CH:28][CH:27]=1>CS(C)=O.[Cl-].[NH4+]>[CH2:25]([CH2:32][CH2:33][NH:34][C:2]1[C:14]2[N:13]3[C:8]([CH:9]=[CH:10][CH:11]=[CH:12]3)=[C:7]([C:15]3[C:20]([CH3:21])=[CH:19][C:18]([CH3:22])=[CH:17][C:16]=3[CH3:23])[C:6]=2[N:5]=[C:4]([CH3:24])[N:3]=1)[C:26]1[CH:31]=[CH:30][CH:29]=[CH:28][CH:27]=1 |f:3.4|. Procedure details: A mixture of 4-Chloro-2-methyl-10-(2,4,6-trimethylphenyl)pyrimido-[4,5-b]indolizine (15 mg) and N-benzylethylamine (0.04 mL) in DMSO (0.4 mL) is heated to 110° C. for 2 hours. The mixture is allowed to cool, diluted with aqueous ammonium chloride, and extracted twice with 50% ethyl ether in hexane. The combined extracts are washed with saturated brine, dried (Na2SO4), filtered, and concentrated in vacuo. Chromatography (10% to 20% ethyl acetate in hexane) gives 22 mg of the title compound (compo... RXN SMILES: [C:1]1([C:12]2[C:21]3[C:16](=[CH:17][CH:18]=[CH:19][CH:20]=3)[CH:15]=[CH:14][CH:13]=2)[C:2]([OH:11])=[CH:3][CH:4]=[C:5]2[C:10]=1[CH:9]=[CH:8][CH:7]=[CH:6]2.[P:22](Cl)(Cl)Cl.[C:26]1([P:32]([C:56]2[CH:61]=[CH:60][CH:59]=[CH:58][CH:57]=2)[C:33]2[CH:42]=[CH:41][C:40]3[C:35](=[CH:36][CH:37]=[CH:38][CH:39]=3)[C:34]=2[C:43]2[C:52]3[C:47](=[CH:48][C:49]([CH:53]=[CH2:54])=[CH:50][CH:51]=3)[CH:46]=[CH:45][C:44]=2[OH:55])[CH:31]=[CH:30][CH:29]=[CH:28][CH:27]=1>>[C:56]1([P:32]([C:26]2[CH:27]=[CH:28][CH:29]=[CH:30][CH:31]=2)[C:33]2[CH:42]=[CH:41][C:40]3[C:35](=[CH:36][CH:37]=[CH:38][CH:39]=3)[C:34]=2[C:43]2[C:52]3[C:47](=[CH:48][C:49]([CH:53]=[CH2:54])=[CH:50][CH:51]=3)[CH:46]=[CH:45][C:44]=2[O:55][C:13]2[CH:14]=[CH:15][C:16]3[C:21](=[CH:20][CH:19]=[CH:18][CH:17]=3)[C:12]=2[C:1]2[C:10]3[C:5](=[CH:6][CH:7]=[CH:8][CH:9]=3)[CH:4]=[CH:3][C:2]=2[O:11][PH2:22])[CH:57]=[CH:58][CH:59]=[CH:60][CH:61]=1. Procedure details: Finally, 1,1'-binaphthalene-2,2'-dioxychlorophosphine (XIV), obtained, e.g., by heating an optically active binaphthol (VII) together with phosphorus trichloride, is reacted with the 2'-diphenylphosphino-2-hydroxy-6-vinyl-1,1'-binaphthyl (XIII) obtained above, whereby 2'-diphenylphosphino-6-vinyl-1,1'-binaphthalen-2-yloxy(1,1'-binaphthalene-2,2'-diyloxy)phosphine (XV) is obtained as the target compound. Yields the product C1(=CC=CC=C1)P(C1=C(C2=CC=CC=C2C=C1)C1=C(C=CC2=CC(=CC=C12)C=C)OC1=C(C2=CC=CC=C2C=C1)C1=C(C=CC2=CC=CC=C12)OP)C1=CC=CC=C1 (2'-diphenylphosphino-6-vinyl-1,1'-binaphthalen-2-yloxy(1,1'-binaphthalene-2,2'-diyloxy)phosphine). Reactants: 1,1'-binaphthalene-2,2'-dioxychlorophosphine, C1(=CC=CC=C1)P(C1=C(C2=CC=CC=C2C=C1)C1=C(C=CC2=CC(=CC=C12)C=C)O)C1=CC=CC=C1 (2'-diphenylphosphino-2-hydroxy-6-vinyl-1,1'-binaphthyl), C=1(C(=CC=C2C=CC=CC12)O)C1=CC=CC2=CC=CC=C12 (binaphthol), P(Cl)(Cl)Cl (phosphorus trichloride).